This data is from the Open Reaction Database (ORD), a public repository of structured organic reaction records. The task is: describe an organic reaction: reactants, conditions, products, and yield Starting materials: CC=1NC2=C(C=CC=C2C1C1=CC=CC=C1)CC(=O)O (α-(2-methyl-3-phenylindol-7-yl)acetic acid), O (water), C(C)(=O)O (acetic acid), O=[O+][O-] (ozone). The product is C(C)(=O)NC1=C(C=CC=C1C(C1=CC=CC=C1)=O)CC(=O)O (2-Acetamido-3-benzoylphenylacetic Acid). Reaction SMILES: [CH3:1][C:2]1[NH:3][C:4]2[C:9]([C:10]=1[C:11]1[CH:16]=[CH:15][CH:14]=[CH:13][CH:12]=1)=[CH:8][CH:7]=[CH:6][C:5]=2[CH2:17][C:18]([OH:20])=[O:19].C(O)(=[O:23])C.O=[O+][O-].[OH2:28]>>[C:2]([NH:3][C:4]1[C:9]([C:10](=[O:23])[C:11]2[CH:16]=[CH:15][CH:14]=[CH:13][CH:12]=2)=[CH:8][CH:7]=[CH:6][C:5]=1[CH2:17][C:18]([OH:20])=[O:19])(=[O:28])[CH3:1]. Procedure details: A solution of 2 g. of α-(2-methyl-3-phenylindol-7-yl)acetic acid in 60 ml. of acetic acid was treated with ozone for 15 minutes. The reaction mixture was treated with 10 ml. of water and allowed to evaporate overnight. The residue (1.7 g.) was recrystallized from isopropanol; yield 1.6 g. (71%); m.p. 188°-190° C.